describe an organic reaction: reactants, conditions, products, and yield From a dataset of the Open Reaction Database (ORD), a public repository of structured organic reaction records. Reactants: C1(=CC=CC=C1)C (Toluene), ClC1=C2C(=C(N=N1)N1C[C@@H](NCC1)C)C=NC=C2 ((S)-1-chloro-4-(3-methylpiperazin-1-yl)pyrido[3,4-d]pyridazine), FC(C1=CC=C(C=C1)B(O)O)(F)F (4-trifluoromethylphenylboronic acid), C([O-])([O-])=O.[Na+].[Na+] (sodium carbonate). Reagents/catalysts: C=1C=CC(=CC1)[P](C=2C=CC=CC2)(C=3C=CC=CC3)[Pd]([P](C=4C=CC=CC4)(C=5C=CC=CC5)C=6C=CC=CC6)([P](C=7C=CC=CC7)(C=8C=CC=CC8)C=9C=CC=CC9)[P](C=1C=CC=CC1)(C=1C=CC=CC1)C=1C=CC=CC1 (tetrakis(triphenylphosphine)palladium). Solvent: C(C)(=O)OCC (ethyl acetate). Conditions: temperature 100 celsius, time 16 hour. Product: C[C@H]1CN(CCN1)C=1N=NC(=C2C1C=NC=C2)C2=CC=C(C=C2)C(F)(F)F ((S)-4-(3-methylpiperazin-1-yl)-1-(4-(trifluoromethyl)phenyl)pyrido[3,4-d]pyridazine). The yield is 70.1%. RXN SMILES: Cl[C:2]1[N:7]=[N:6][C:5]([N:8]2[CH2:13][CH2:12][NH:11][C@@H:10]([CH3:14])[CH2:9]2)=[C:4]2[CH:15]=[N:16][CH:17]=[CH:18][C:3]=12.[F:19][C:20]([F:31])([F:30])[C:21]1[CH:26]=[CH:25][C:24](B(O)O)=[CH:23][CH:22]=1.C(=O)([O-])[O-].[Na+].[Na+].C1(C)C=CC=CC=1>C(OCC)(=O)C.C1C=CC([P]([Pd]([P](C2C=CC=CC=2)(C2C=CC=CC=2)C2C=CC=CC=2)([P](C2C=CC=CC=2)(C2C=CC=CC=2)C2C=CC=CC=2)[P](C2C=CC=CC=2)(C2C=CC=CC=2)C2C=CC=CC=2)(C2C=CC=CC=2)C2C=CC=CC=2)=CC=1>[CH3:14][C@@H:10]1[NH:11][CH2:12][CH2:13][N:8]([C:5]2[N:6]=[N:7][C:2]([C:24]3[CH:25]=[CH:26][C:21]([C:20]([F:31])([F:30])[F:19])=[CH:22][CH:23]=3)=[C:3]3[CH:18]=[CH:17][N:16]=[CH:15][C:4]=23)[CH2:9]1 |f:2.3.4,^1:54,56,75,94|. Procedure: To a round bottomed flask was added (S)-1-chloro-4-(3-methylpiperazin-1-yl)pyrido[3,4-d]pyridazine 4 (155 mg, 588 μmol), 4-trifluoromethylphenylboronic acid (167 mg, 882 μmol), tetrakis(triphenylphosphine)palladium (34 mg, 29 μmol), and 2 M aqueous sodium carbonate (588 μl, 1.18 mmol). Toluene (5.9 mL) was added and the reaction was heated to 100° C. After 16 h, the reaction was cooled to RT and diluted with ethyl acetate (70 mL). The organic layer was washed with 1×10 mL of sat. NaHCO3, 1×10 mL...